This data is from the Open Reaction Database (ORD), a public repository of structured organic reaction records. The task is: describe an organic reaction: reactants, conditions, products, and yield Starting materials: CN1C(C(=CC2=CC=CC=C12)C=O)=O (1-methyl-2-oxo-1,2-dihydroquinoline-3-carbaldehyde), C(C)(=O)O[BH-](OC(C)=O)OC(C)=O.[Na+] (Sodium triacetoxyborohydride), NCC(C1=CC=CC=C1)C1CCN(CC1)C(=O)OC(C)(C)C (tert-butyl 4-(2-amino-1-phenylethyl)piperidine-1-carboxylate), C(C)(=O)O (acetic acid). The solvent is C(Cl)Cl (CH2Cl2). Reaction conditions: time 16 hour. The product is CN1C(C(=CC2=CC=CC=C12)CNCC(C1=CC=CC=C1)C1CCN(CC1)C(=O)OC(C)(C)C)=O (tert-butyl 4-(2-{[(1-methyl-2-oxo-1,2-dihydroquinolin-3-yl)methyl]amino}-1-phenylethyl)piperidine-1-carboxylate). RXN SMILES: [CH3:1][N:2]1[C:11]2[C:6](=[CH:7][CH:8]=[CH:9][CH:10]=2)[CH:5]=[C:4]([CH:12]=O)[C:3]1=[O:14].[NH2:15][CH2:16][CH:17]([CH:24]1[CH2:29][CH2:28][N:27]([C:30]([O:32][C:33]([CH3:36])([CH3:35])[CH3:34])=[O:31])[CH2:26][CH2:25]1)[C:18]1[CH:23]=[CH:22][CH:21]=[CH:20][CH:19]=1.C(O)(=O)C.C(O[BH-](OC(=O)C)OC(=O)C)(=O)C.[Na+]>C(Cl)Cl>[CH3:1][N:2]1[C:11]2[C:6](=[CH:7][CH:8]=[CH:9][CH:10]=2)[CH:5]=[C:4]([CH2:12][NH:15][CH2:16][CH:17]([CH:24]2[CH2:25][CH2:26][N:27]([C:30]([O:32][C:33]([CH3:36])([CH3:35])[CH3:34])=[O:31])[CH2:28][CH2:29]2)[C:18]2[CH:23]=[CH:22][CH:21]=[CH:20][CH:19]=2)[C:3]1=[O:14] |f:3.4|. Procedure: 1-methyl-2-oxo-1,2-dihydroquinoline-3-carbaldehyde (0.590 g, 3.15 mmol), tert-butyl 4-(2-amino-1-phenylethyl)piperidine-1-carboxylate (1.2 g crude, 3.94 mmol), and acetic acid (0.677 ml, 11.83 mmol) were combined in CH2Cl2 (20 ml). Sodium triacetoxyborohydride (2.506 g, 11.83 mmol) was added and the reaction stirred for 16 hours. The mixture was partitioned between CH2Cl2 and satd. bicarb, the aqueous portion extracted 3×CH2Cl2, and the organic portion dried (Na2SO4) then concentrated in vacuo. ... Starting materials: CCOC(=O)Cc1ccc(-c2ccc(C(CC)(CC)c3ccc(CCC(O[Si](C)(C)C(C)(C)C)C(C)(C)C)c(C)c3)cc2C)nc1, ClCCl, O=C(O)C(F)(F)F. Yields the product CCOC(=O)Cc1ccc(-c2ccc(C(CC)(CC)c3ccc(CCC(O)C(C)(C)C)c(C)c3)cc2C)nc1. RXN SMILES: [CH2:8]([CH3:9])[O:10][C:11]([CH2:12][c:13]1[cH:14][n:15][c:16](-[c:19]2[c:20]([CH3:52])[cH:21][c:22]([C:25]([CH2:26][CH3:27])([CH2:28][CH3:29])[c:30]3[cH:31][c:32]([CH3:51])[c:33]([CH2:36][CH2:37][CH:38]([C:39]([CH3:40])([CH3:41])[CH3:42])[O:43][Si:44]([C:45]([CH3:46])([CH3:47])[CH3:48])([CH3:49])[CH3:50])[cH:34][cH:35]3)[cH:23][cH:24]2)[cH:17][cH:18]1)=[O:53].[Cl:54][CH2:55][Cl:56].[OH:1][C:2]([C:3]([F:4])([F:5])[F:6])=[O:7]>>[CH2:8]([CH3:9])[O:10][C:11]([CH2:12][c:13]1[cH:14][n:15][c:16](-[c:19]2[c:20]([CH3:52])[cH:21][c:22]([C:25]([CH2:26][CH3:27])([CH2:28][CH3:29])[c:30]3[cH:31][c:32]([CH3:51])[c:33]([CH2:36][CH2:37][CH:38]([C:39]([CH3:40])([CH3:41])[CH3:42])[OH:43])[cH:34][cH:35]3)[cH:23][cH:24]2)[cH:17][cH:18]1)=[O:53].